This data is from the Open Reaction Database (ORD), a public repository of structured organic reaction records. The task is: describe an organic reaction: reactants, conditions, products, and yield Reactants: NC1=C(C#N)C=CC(=C1)C1=NC=CC=C1C(F)(F)F (2-amino-4-(3-trifluoromethyl-pyridin-2-yl)-benzo-nitrile), [OH-].[Na+] (NaOH). Product: NC1=C(C(=O)N)C=CC(=C1)C1=NC=CC=C1C(F)(F)F (2-amino-4-(3-trifluoromethyl-pyridin-2-yl)-benzamide). Procedure details: Stir a mixture of 2-amino-4-(3-trifluoromethyl-pyridin-2-yl)-benzo-nitrile (0.50 mmol) in 70% H2SO4 (10 ml) at 110° C. for 1 hour. Cool to room temperature, neutralize with NaOH, extract with EtOAc, dry over Na2SO4, and concentrate under vacuum. Purify the residue by flash chromatography (3:2 hexanes/EtOAc) to give 2-amino-4-(3-trifluoromethyl-pyridin-2-yl)-benzamide. Run in OS(=O)(=O)O (H2SO4). As a reaction SMILES: [NH2:1][C:2]1[CH:9]=[C:8]([C:10]2[C:15]([C:16]([F:19])([F:18])[F:17])=[CH:14][CH:13]=[CH:12][N:11]=2)[CH:7]=[CH:6][C:3]=1[C:4]#[N:5].[OH-:20].[Na+]>OS(O)(=O)=O>[NH2:1][C:2]1[CH:9]=[C:8]([C:10]2[C:15]([C:16]([F:19])([F:17])[F:18])=[CH:14][CH:13]=[CH:12][N:11]=2)[CH:7]=[CH:6][C:3]=1[C:4]([NH2:5])=[O:20] |f:1.2|. Product: CN(C)C(=O)CCSC(SCCCC(=O)O)c1ccc2oc(-c3ccc4ccc(Cl)cc4n3)cc2c1. Starting materials: CO, COC(=O)CCCSC(SCCC(=O)N(C)C)c1ccc2oc(-c3ccc4ccc(Cl)cc4n3)cc2c1, [Li+], [OH-], O. RXN SMILES: [CH3:38][OH:39].[Cl:1][c:2]1[cH:3][cH:4][c:5]2[cH:6][cH:7][c:8](-[c:12]3[o:13][c:14]4[c:15]([cH:16]3)[cH:17][c:18]([CH:21]([S:22][CH2:23][CH2:24][CH2:25][C:26](=[O:27])[O:28][CH3:29])[S:30][CH2:31][CH2:32][C:33]([N:34]([CH3:35])[CH3:36])=[O:37])[cH:19][cH:20]4)[n:9][c:10]2[cH:11]1.[Li+:40].[OH-:41].[OH2:42]>>[Cl:1][c:2]1[cH:3][cH:4][c:5]2[cH:6][cH:7][c:8](-[c:12]3[o:13][c:14]4[c:15]([cH:16]3)[cH:17][c:18]([CH:21]([S:22][CH2:23][CH2:24][CH2:25][C:26](=[O:27])[OH:28])[S:30][CH2:31][CH2:32][C:33]([N:34]([CH3:35])[CH3:36])=[O:37])[cH:19][cH:20]4)[n:9][c:10]2[cH:11]1. The reactants are O=Cc1cccc(Br)n1, CC(=O)O[BH-](OC(C)=O)OC(C)=O, O=C([O-])O, C1COCCN1, CCOC(C)=O, ClCCCl, [Na+], [Na+], [Na+], [Na+], O=C([O-])[O-]. Yields the product Brc1cccc(CN2CCOCC2)n1. As a reaction SMILES: [Br:1][c:2]1[cH:3][cH:4][cH:5][c:6]([CH:8]=[O:9])[n:7]1.[C:16]([O:17][BH-:18]([O:19][C:20](=[O:21])[CH3:22])[O:23][C:24](=[O:25])[CH3:26])(=[O:27])[CH3:28].[C:40](=[O:41])([OH:42])[O-:43].[CH2:10]1[CH2:11][O:12][CH2:13][CH2:14][NH:15]1.[CH3:34][CH2:35][O:36][C:37](=[O:38])[CH3:39].[Cl:30][CH2:31][CH2:32][Cl:33].[Na+:29].[Na+:44].[Na+:45].[Na+:46].[O-:47][C:48](=[O:49])[O-:50]>>[Br:1][c:2]1[cH:3][cH:4][cH:5][c:6]([CH2:8][N:15]2[CH2:10][CH2:11][O:12][CH2:13][CH2:14]2)[n:7]1. The reactants are CC(C)(C)OC(=O)N1CCN(c2ncc(Br)c3ncnn23)CC1, O=C([O-])[O-], C1COCCO1, [Cs+], [Cs+], O, c1ccc(P(c2ccccc2)(c2ccccc2)[Pd](P(c2ccccc2)(c2ccccc2)c2ccccc2)(P(c2ccccc2)(c2ccccc2)c2ccccc2)P(c2ccccc2)(c2ccccc2)c2ccccc2)cc1, OB(O)c1cccs1. Product: CC(C)(C)OC(=O)N1CCN(c2ncc(-c3cccs3)c3ncnn23)CC1. Reaction SMILES: [Br:1][c:2]1[c:3]2[n:4]([c:5]([N:8]3[CH2:9][CH2:10][N:11]([C:14](=[O:15])[O:16][C:17]([CH3:18])([CH3:19])[CH3:20])[CH2:12][CH2:13]3)[n:6][cH:7]1)[n:21][cH:22][n:23]2.[C:32](=[O:33])([O-:34])[O-:35].[CH2:38]1[O:39][CH2:40][CH2:41][O:42][CH2:43]1.[Cs+:36].[Cs+:37].[OH2:121].[cH:44]1[cH:45][cH:46][c:47]([P:48]([Pd:49]([P:50]([c:51]2[cH:52][cH:53][cH:54][cH:55][cH:56]2)([c:57]2[cH:58][cH:59][cH:60][cH:61][cH:62]2)[c:63]2[cH:64][cH:65][cH:66][cH:67][cH:68]2)([P:69]([c:70]2[cH:71][cH:72][cH:73][cH:74][cH:75]2)([c:76]2[cH:77][cH:78][cH:79][cH:80][cH:81]2)[c:82]2[cH:83][cH:84][cH:85][cH:86][cH:87]2)[P:88]([c:89]2[cH:90][cH:91][cH:92][cH:93][cH:94]2)([c:95]2[cH:96][cH:97][cH:98][cH:99][cH:100]2)[c:101]2[cH:102][cH:103][cH:104][cH:105][cH:106]2)([c:107]2[cH:108][cH:109][cH:110][cH:111][cH:112]2)[c:113]2[cH:114][cH:115][cH:116][cH:117][cH:118]2)[cH:119][cH:120]1.[s:24]1[c:25]([B:29]([OH:30])[OH:31])[cH:26][cH:27][cH:28]1>>[c:2]1(-[c:25]2[s:24][cH:28][cH:27][cH:26]2)[c:3]2[n:4]([c:5]([N:8]3[CH2:9][CH2:10][N:11]([C:14](=[O:15])[O:16][C:17]([CH3:18])([CH3:19])[CH3:20])[CH2:12][CH2:13]3)[n:6][cH:7]1)[n:21][cH:22][n:23]2.